This data is from the Open Reaction Database (ORD), a public repository of structured organic reaction records. The task is: describe an organic reaction: reactants, conditions, products, and yield Reactants: O=C(O)c1cc(NC2CCCCC2)ncn1, Cc1cc(O)c(C)cc1N. Product: Cc1cc(NC(=O)c2cc(NC3CCCCC3)ncn2)c(C)cc1O. Reaction SMILES: [CH:1]1([NH:7][c:8]2[cH:9][c:10]([C:14](=[O:15])[OH:16])[n:11][cH:12][n:13]2)[CH2:2][CH2:3][CH2:4][CH2:5][CH2:6]1.[NH2:17][c:18]1[cH:19][c:20]([CH3:26])[c:21]([OH:25])[cH:22][c:23]1[CH3:24]>>[CH:1]1([NH:7][c:8]2[cH:9][c:10]([C:14](=[O:16])[NH:17][c:18]3[cH:19][c:20]([CH3:26])[c:21]([OH:25])[cH:22][c:23]3[CH3:24])[n:11][cH:12][n:13]2)[CH2:2][CH2:3][CH2:4][CH2:5][CH2:6]1. The reactants are CC(C)(C)OC(=O)N1CCC2(CCNCC2)C1, CCN(C(C)C)C(C)C, CC(C)O, FC(F)(F)c1nccc(Cl)n1. Product: CC(C)(C)OC(=O)N1CCC2(CCN(c3ccnc(C(F)(F)F)n3)CC2)C1. Reaction SMILES: [CH2:12]1[N:13]([C:22](=[O:23])[O:24][C:25]([CH3:26])([CH3:27])[CH3:28])[CH2:14][CH2:15][C:16]12[CH2:17][CH2:18][NH:19][CH2:20][CH2:21]2.[CH:29]([N:30]([CH2:31][CH3:32])[CH:33]([CH3:34])[CH3:35])([CH3:36])[CH3:37].[CH:38]([OH:39])([CH3:40])[CH3:41].[Cl:1][c:2]1[n:3][c:4]([C:8]([F:9])([F:10])[F:11])[n:5][cH:6][cH:7]1>>[c:2]1([N:19]2[CH2:18][CH2:17][C:16]3([CH2:12][N:13]([C:22](=[O:23])[O:24][C:25]([CH3:26])([CH3:27])[CH3:28])[CH2:14][CH2:15]3)[CH2:21][CH2:20]2)[n:3][c:4]([C:8]([F:9])([F:10])[F:11])[n:5][cH:6][cH:7]1. Starting materials: 1A, N1C=CC2=NC=CC=C21 (1H-pyrrolo[3,2-b]pyridine), N1C=CC=2C1=NC=CC2 (1H-pyrrolo[2,3-b]pyridine). The product is C(CCCC)N1C=CC2=NC=CC=C21 (1-pentyl-1H-pyrrolo[3,2-b]pyridine). RXN SMILES: [NH:1]1[C:9]2[C:4](=[N:5][CH:6]=[CH:7][CH:8]=2)[CH:3]=[CH:2]1.N1C2=NC=[CH:17][CH:18]=[C:13]2[CH:12]=[CH:11]1>>[CH2:11]([N:1]1[C:9]2[C:4](=[N:5][CH:6]=[CH:7][CH:8]=2)[CH:3]=[CH:2]1)[CH2:12][CH2:13][CH2:18][CH3:17]. Procedure: Following the procedure as described in PREPARATION 1A, and making non-critical variations using 1H-pyrrolo[3,2-b]pyridine to replace 1H-pyrrolo[2,3-b]pyridine, the title compound was obtained (75%) as a yellow oil: 1H NMR (300 MHz, CDCl3) δ 8.39 (d, 1H), 7.56 (d, 1H), 7.25 (d, 1H), 7.05-7.01 (m, 1H), 6.63 (d, 1H), 4.05-3.99 (m, 2H), 1.79-1.72 (m, 2H), 1.31-1.45 (m, 4H), 0.81 (t, 3H); 13C NMR (75 MHz, CDCl3) δ 146.8, 142.9, 131.0, 128.9, 116.5, 116.1, 102.0, 46.6, 30.0, 29.0, 22.2, 14.0; MS (ES+... Starting materials: C#CCO, CCNCC, CCn1cc(C(=O)NCc2ccc(Cl)cc2)c(=O)c2cc(I)sc21, I[Cu]I, Cl[Pd]Cl, c1ccc(P(c2ccccc2)c2ccccc2)cc1, c1ccc(P(c2ccccc2)c2ccccc2)cc1. Product: CCn1cc(C(=O)NCc2ccc(Cl)cc2)c(=O)c2cc(C#CCO)sc21. Reaction SMILES: [CH2:25]([C:26]#[CH:27])[OH:28].[CH2:29]([NH:30][CH2:31][CH3:32])[CH3:33].[Cl:1][c:2]1[cH:3][cH:4][c:5]([CH2:6][NH:7][C:8](=[O:9])[c:10]2[c:11](=[O:22])[c:12]3[c:13]([n:14]([CH2:16][CH3:17])[cH:15]2)[s:18][c:19]([I:21])[cH:20]3)[cH:23][cH:24]1.[Cu:34]([I:35])[I:36].[Pd:37]([Cl:38])[Cl:39].[c:40]1([P:41]([c:42]2[cH:43][cH:44][cH:45][cH:46][cH:47]2)[c:48]2[cH:49][cH:50][cH:51][cH:52][cH:53]2)[cH:54][cH:55][cH:56][cH:57][cH:58]1.[c:59]1([P:60]([c:61]2[cH:62][cH:63][cH:64][cH:65][cH:66]2)[c:67]2[cH:68][cH:69][cH:70][cH:71][cH:72]2)[cH:73][cH:74][cH:75][cH:76][cH:77]1>>[Cl:1][c:2]1[cH:3][cH:4][c:5]([CH2:6][NH:7][C:8](=[O:9])[c:10]2[c:11](=[O:22])[c:12]3[c:13]([n:14]([CH2:16][CH3:17])[cH:15]2)[s:18][c:19]([C:27]#[C:26][CH2:25][OH:28])[cH:20]3)[cH:23][cH:24]1. The reactants are C[Si](OC)(OC)C1=CC=CC=C1 (methyl-phenyl-dimethoxysilane), [H][H] (hydrogen). The reagents and catalysts are [Cr] (chromium), [Ni] (nickel), [Cr].[Ni] (nickel-chromium), [Cr] (chromium). Yields the product C[Si](OC)(OC)C1CCCCC1 (Methyl-cyclohexyl-dimethoxy-silane). Reaction SMILES: [CH3:1][Si:2]([C:7]1[CH:12]=[CH:11][CH:10]=[CH:9][CH:8]=1)([O:5][CH3:6])[O:3][CH3:4].[H][H]>[Cr].[Ni].[Cr].[Ni]>[CH3:1][Si:2]([CH:7]1[CH2:12][CH2:11][CH2:10][CH2:9][CH2:8]1)([O:3][CH3:4])[O:5][CH3:6] |f:2.3|. Reported procedure: An amount, as set forth in Table 1, of a Raney nickel-chromium catalyst, sold by Grace Company as "Raney 2400 chromium promoted nickel," containing 2-3% by weight of chromium, was loaded in the form of a suspension in a solvent at 30% by weight into an autoclave having a volume of 500 cm3. Then there was added methyl-phenyl-dimethoxysilane in the amount set forth in Table 1, together with an additional solvent until the total volume reached 200 cm3. The mixture was heated gradually over a period... The reactants are CCS, CCOCC, [Li]CCCC, COc1ccc(C(=O)C2=C(c3cccc(OC)c3)CCc3cc(OC)ccc32)cc1, CN(C)C=O. The product is COc1cccc(C2=C(C(=O)c3ccc(O)cc3)c3ccc(OC)cc3CC2)c1. Reaction SMILES: [CH2:1]([SH:2])[CH3:3].[CH2:39]([O:40][CH2:41][CH3:42])[CH3:43].[CH3:4][CH2:5][CH2:6][CH2:7][Li:8].[CH3:9][O:10][c:11]1[cH:12][c:13]([C:17]2=[C:18]([C:29](=[O:30])[c:31]3[cH:32][cH:33][c:34]([O:37][CH3:38])[cH:35][cH:36]3)[c:19]3[cH:20][cH:21][c:22]([O:27][CH3:28])[cH:23][c:24]3[CH2:25][CH2:26]2)[cH:14][cH:15][cH:16]1.[O:44]=[CH:45][N:46]([CH3:47])[CH3:48]>>[CH3:9][O:10][c:11]1[cH:12][c:13]([C:17]2=[C:18]([C:29](=[O:30])[c:31]3[cH:32][cH:33][c:34]([OH:37])[cH:35][cH:36]3)[c:19]3[cH:20][cH:21][c:22]([O:27][CH3:28])[cH:23][c:24]3[CH2:25][CH2:26]2)[cH:14][cH:15][cH:16]1. Reactants: CSC(=C[N+](=O)[O-])SC (1,1-bis(methylthio)-2-nitroethene), NCCSCC1=CC=C(O1)CN(C)C (5-[[(2-aminoethyl)thio]methyl]-N,N-dimethyl-2-furanmethanamine), C(C(=O)O)(=O)O (Oxalic acid). Run in O1CCOCC1 (dioxan), O1CCOCC1 (dioxan). Yields the product C(C(=O)O)(=O)O.CN(CC=1OC(=CC1)CSCCNC(=C[N+](=O)[O-])SC)C (N,N-Dimethyl-5-[[[2-[(1-methylthio-2-nitroethenyl)amino]ethyl]thio]methyl]-2-furanmethanamine oxalate). Isolated yield 99.4%. RXN SMILES: CS[C:3]([S:8][CH3:9])=[CH:4][N+:5]([O-:7])=[O:6].[NH2:10][CH2:11][CH2:12][S:13][CH2:14][C:15]1[O:19][C:18]([CH2:20][N:21]([CH3:23])[CH3:22])=[CH:17][CH:16]=1.[C:24]([OH:29])(=[O:28])[C:25]([OH:27])=[O:26]>O1CCOCC1>[C:24]([OH:29])(=[O:28])[C:25]([OH:27])=[O:26].[CH3:22][N:21]([CH3:23])[CH2:20][C:18]1[O:19][C:15]([CH2:14][S:13][CH2:12][CH2:11][NH:10][C:3]([S:8][CH3:9])=[CH:4][N+:5]([O-:7])=[O:6])=[CH:16][CH:17]=1 |f:4.5|. Procedure details: A solution of 1,1-bis(methylthio)-2-nitroethene (19.8 g) and 5-[[(2-aminoethyl)thio]methyl]-N,N-dimethyl-2-furanmethanamine (6.42 g) in dry dioxan (120 ml) was heated at 80° C. for 6 hours. Oxalic acid (3.8 g) in dry dioxan (40 ml) was added and the crystalline solid which separated was filtered, washed with dioxan and dried to give the title compound (12.55 g) m.p. 140°-143° C.